This data is from the Open Reaction Database (ORD), a public repository of structured organic reaction records. The task is: describe an organic reaction: reactants, conditions, products, and yield The reactants are FC1=C(C(=O)Cl)C(=CC=C1)F (2,6-difluorobenzoyl chloride), C1(=CC=C(C=C1)S(=O)(=O)O)C.N[C@H](C(=O)OCC)CC1=CC=C(C=C1)C1=C(C=C(C=C1OC)COCC)OC (ethyl (αS)-α-amino-4′-ethoxymethyl-2′,6′-dimethoxy(1,1′-biphenyl)-4-propionate p-toluenesulfonate), C(O)([O-])=O.[Na+] (sodium hydrogen carbonate), O (water). Solvent: C(C)(=O)OCC (ethyl acetate). Run at time 30 minute. Yields the product FC1=C(C(=O)N[C@H](C(=O)OCC)CC2=CC=C(C=C2)C2=C(C=C(C=C2OC)COCC)OC)C(=CC=C1)F (ethyl (αS)-α-[(2,6-difluorobenzoyl)amino]-4′-ethoxymethyl-2′,6′-dimethoxy(1,1′-biphenyl)-4-propionate). Isolated yield 96.6%. As a reaction SMILES: C1(C)C=CC(S(O)(=O)=O)=CC=1.[NH2:12][C@@H:13]([CH2:19][C:20]1[CH:25]=[CH:24][C:23]([C:26]2[C:31]([O:32][CH3:33])=[CH:30][C:29]([CH2:34][O:35][CH2:36][CH3:37])=[CH:28][C:27]=2[O:38][CH3:39])=[CH:22][CH:21]=1)[C:14]([O:16][CH2:17][CH3:18])=[O:15].C(=O)([O-])O.[Na+].O.[F:46][C:47]1[CH:55]=[CH:54][CH:53]=[C:52]([F:56])[C:48]=1[C:49](Cl)=[O:50]>C(OCC)(=O)C>[F:46][C:47]1[CH:55]=[CH:54][CH:53]=[C:52]([F:56])[C:48]=1[C:49]([NH:12][C@@H:13]([CH2:19][C:20]1[CH:25]=[CH:24][C:23]([C:26]2[C:27]([O:38][CH3:39])=[CH:28][C:29]([CH2:34][O:35][CH2:36][CH3:37])=[CH:30][C:31]=2[O:32][CH3:33])=[CH:22][CH:21]=1)[C:14]([O:16][CH2:17][CH3:18])=[O:15])=[O:50] |f:0.1,2.3|. Procedure: To a mixture of ethyl (αS)-α-amino-4′-ethoxymethyl-2′,6′-dimethoxy(1,1′-biphenyl)-4-propionate p-toluenesulfonate (29.0 g), sodium hydrogen carbonate (15.2 g), water (290 ml) and ethyl acetate (290 ml) was added dropwise 2,6-difluorobenzoyl chloride (9.6 g) at 15° C. or below and the mixture was stirred for 30 minutes at the same temperature. The ethyl acetate layer was washed with saturated aqueous NaCl solution and dried over magnesium sulfate. The solvent was removed in vacuo. The residue was...